Task: describe an organic reaction: reactants, conditions, products, and yield. Dataset: the Open Reaction Database (ORD), a public repository of structured organic reaction records Reactants: NC1=NC(=C(C(=N1)Cl)C#N)S(=O)C (2-amino-4-chloro-6-methanesulfinyl-pyrimidine-5-carbonitrile), ( 95 ), ( 46 ), ( 45 ), ( 70 ), OCC1=NC=CC=C1 (2-(hydroxymethyl)pyridine), C1CCC2=NCCCN2CC1 (DBU), ( 100 ). Solvent: COCCOC (DME). Product: NC1=NC(=C(C(=N1)Cl)C#N)OCC1=NC=CC=C1 (2-Amino-4-chloro-6-(pyridin-2-yl-methoxy)-pyrimidine-5-carbonitrile). As a reaction SMILES: [NH2:1][C:2]1[N:7]=[C:6]([Cl:8])[C:5]([C:9]#[N:10])=[C:4](S(C)=O)[N:3]=1.[OH:14][CH2:15][C:16]1[CH:21]=[CH:20][CH:19]=[CH:18][N:17]=1.C1CCN2C(=NCCC2)CC1>COCCOC>[NH2:1][C:2]1[N:7]=[C:6]([Cl:8])[C:5]([C:9]#[N:10])=[C:4]([O:14][CH2:15][C:16]2[CH:21]=[CH:20][CH:19]=[CH:18][N:17]=2)[N:3]=1. Procedure: From 2-amino-4-chloro-6-methanesulfinyl-pyrimidine-5-carbonitrile, 2-(hydroxymethyl)pyridine and DBU in DME. EI-MS m/e (%): 261 (M+, 75), 184 (46), 108 (95), 92 (100), 65 (70), 39 (45).